Task: describe an organic reaction: reactants, conditions, products, and yield. Dataset: the Open Reaction Database (ORD), a public repository of structured organic reaction records Reactants: [H][H] (hydrogen), 73, OC1(CCN(CC1)C(=O)OCC)C[N+](=O)[O-] (ethyl 4-hydroxy-4-(nitromethyl)-1-piperidinecarboxylate), CO (methanol). The reagents and catalysts are [Pd] (palladium-on-charcoal). Run in C(C)(=O)O (acetic acid). Yields the product 63.5, NCC1(CCN(CC1)C(=O)OCC)O (ethyl 4-(aminomethyl)-4-hydroxy-1-piperidinecarboxylate). As a reaction SMILES: [OH:1][C:2]1([CH2:13][N+:14]([O-])=O)[CH2:7][CH2:6][N:5]([C:8]([O:10][CH2:11][CH3:12])=[O:9])[CH2:4][CH2:3]1.CO.[H][H]>[Pd].C(O)(=O)C>[NH2:14][CH2:13][C:2]1([OH:1])[CH2:3][CH2:4][N:5]([C:8]([O:10][CH2:11][CH3:12])=[O:9])[CH2:6][CH2:7]1. Procedure: A mixture of 73 parts of ethyl 4-hydroxy-4-(nitromethyl)-1-piperidinecarboxylate, 400 parts of methanol and 150 parts of acetic acid was hydrogenated in the Parr-apparatus with 5 parts of palladium-on-charcoal catalyst 10%. After the calculated amount of hydrogen was taken up, the catalyst was filtered off and the filtrate was evaporated. To the residue was added crushed ice and the whole was alkalized with potassium hydroxide. The aqueous phase was salted out with potassium carbonate and the pr...